The task is: describe an organic reaction: reactants, conditions, products, and yield. This data is from the Open Reaction Database (ORD), a public repository of structured organic reaction records. Starting materials: CCOC(=O)C(C)C(=O)NCc1cc(F)cc(F)c1, CCO, [Li+], [OH-], O. Product: CC(C(=O)O)C(=O)NCc1cc(F)cc(F)c1. As a reaction SMILES: [CH2:1]([CH3:2])[O:3][C:4]([CH:5]([C:6](=[O:7])[NH:8][CH2:9][c:10]1[cH:11][c:12]([F:17])[cH:13][c:14]([F:16])[cH:15]1)[CH3:18])=[O:19].[CH3:22][CH2:23][OH:24].[Li+:20].[OH-:21].[OH2:25]>>[O:3]=[C:4]([CH:5]([C:6](=[O:7])[NH:8][CH2:9][c:10]1[cH:11][c:12]([F:17])[cH:13][c:14]([F:16])[cH:15]1)[CH3:18])[OH:19]. Reactants: Cc1ccccc1OCC1CO1, CO, CC(C)(N)CCOc1ccc(Cl)nn1. Product: Cc1ccccc1OCC(O)CNC(C)(C)CCOc1ccc(Cl)nn1. Reaction SMILES: [CH3:15][c:16]1[c:17]([O:18][CH2:19][CH:20]2[CH2:21][O:22]2)[cH:23][cH:24][cH:25][cH:26]1.[CH3:27][OH:28].[NH2:1][C:2]([CH2:3][CH2:4][O:5][c:6]1[n:7][n:8][c:9]([Cl:12])[cH:10][cH:11]1)([CH3:13])[CH3:14]>>[NH:1]([C:2]([CH2:3][CH2:4][O:5][c:6]1[n:7][n:8][c:9]([Cl:12])[cH:10][cH:11]1)([CH3:13])[CH3:14])[CH2:21][CH:20]([CH2:19][O:18][c:17]1[c:16]([CH3:15])[cH:26][cH:25][cH:24][cH:23]1)[OH:22].